Dataset: the Open Reaction Database (ORD), a public repository of structured organic reaction records. Task: describe an organic reaction: reactants, conditions, products, and yield RXN SMILES: [NH2:1][CH2:2][C@@H:3]1[C@H:8]([CH3:9])[CH2:7][CH2:6][CH2:5][N:4]1[C:10]([C:12]1[CH:17]=[CH:16][C:15]([F:18])=[CH:14][C:13]=1[N:19]1[N:23]=[CH:22][CH:21]=[N:20]1)=[O:11].Cl[C:25]1[N:30]=[CH:29][C:28]([C:31]([F:34])([F:33])[F:32])=[CH:27][N:26]=1>>[F:18][C:15]1[CH:16]=[CH:17][C:12]([C:10]([N:4]2[CH2:5][CH2:6][CH2:7][C@@H:8]([CH3:9])[C@H:3]2[CH2:2][NH:1][C:25]2[N:30]=[CH:29][C:28]([C:31]([F:34])([F:33])[F:32])=[CH:27][N:26]=2)=[O:11])=[C:13]([N:19]2[N:23]=[CH:22][CH:21]=[N:20]2)[CH:14]=1. Reported procedure: The title compound was prepared following the same general protocol as described for Example A1 using ((2S,3R)-2-(aminomethyl)-3-methylpiperidin-1-yl)(4-fluoro-2-(2H-1,2,3-triazol-2-yl)phenyl)methanone and 2-chloro-5-(trifluoromethyl)pyrimidine. ESI-MS (m/z): 464.4 [M+1]+. 1H NMR (300 MHz, DMSO-d6) δ 8.80-6.65 (m, 8H), 4.95-2.70 (m, 5H), 1.95-0.65 (m, 8H). Product: FC1=CC(=C(C=C1)C(=O)N1[C@@H]([C@@H](CCC1)C)CNC1=NC=C(C=N1)C(F)(F)F)N1N=CC=N1 ((4-Fluoro-2-(2H-1,2,3-triazol-2-yl)phenyl)((2S,3R)-3-methyl-2-(((5-(trifluoromethyl)pyrimidin-2-yl)amino)methyl)piperidin-1-yl)methanone). Reactants: NC[C@H]1N(CCC[C@H]1C)C(=O)C1=C(C=C(C=C1)F)N1N=CC=N1 (((2S,3R)-2-(aminomethyl)-3-methylpiperidin-1-yl)(4-fluoro-2-(2H-1,2,3-triazol-2-yl)phenyl)methanone), ClC1=NC=C(C=N1)C(F)(F)F (2-chloro-5-(trifluoromethyl)pyrimidine).